This data is from the Open Reaction Database (ORD), a public repository of structured organic reaction records. The task is: describe an organic reaction: reactants, conditions, products, and yield Reactants: NC(C1=CC=CC=C1)O (aminobenzylalcohol), COC(=O)Cl (methylchloroformate), CCN(C(C)C)C(C)C (DIPEA). Product: COC(NC1=C(C=CC=C1)CO)=O ((2-Hydroxymethyl-phenyl)-carbamic acid methyl ester). Reaction SMILES: N[CH:2]([OH:9])[C:3]1[CH:8]=[CH:7][CH:6]=[CH:5][CH:4]=1.[CH3:10][O:11][C:12](Cl)=[O:13].CC[N:17](C(C)C)C(C)C>>[CH3:10][O:11][C:12](=[O:13])[NH:17][C:4]1[CH:5]=[CH:6][CH:7]=[CH:8][C:3]=1[CH2:2][OH:9]. Procedure details: Reaction of aminobenzylalcohol (3 g) with methylchloroformate (1.9 ml) in the presence of DIPEA (12.8 ml) was performed according to the method described in example 22. The residue was chromatographed on silica gel in dichloromethane/ethyl acetate=25/1 as eluent. Yield: 4.19 g.